Task: describe an organic reaction: reactants, conditions, products, and yield. Dataset: the Open Reaction Database (ORD), a public repository of structured organic reaction records The reactants are CC1=C(COC2=C(C=CC=C2C)C2=CC=CC(=N2)N2N=CC(=C2C(F)(F)F)C(=O)OCC)C=CC(=C1)C (Ethyl 1-(6-{2-[(2,4-dimethylbenzyl)oxy]-3-methylphenyl}pyridin-2-yl)-5-(trifluoromethyl)-1H-pyrazole-4-carboxylate), [OH-].[Li+] (lithium hydroxide), O1CCOCC1 (1,4-dioxane), Cl (hydrochloric acid), O1CCOCC1 (1,4-dioxane). Reaction conditions: temperature 50 celsius, time 30 minute. Yields the product C(=O)(C(F)(F)F)O (TFA), CC1=C(COC2=C(C=CC=C2C)C2=CC=CC(=N2)N2N=CC(=C2C(F)(F)F)C(=O)O)C=CC(=C1)C (1-(6-{2-[(2,4-Dimethylbenzyl)oxy]-3-methylphenyl}pyridin-2-yl)-5-(trifluoromethyl)-1H-pyrazole-4-carboxylic acid). Reaction SMILES: [CH3:1][C:2]1[CH:36]=[C:35]([CH3:37])[CH:34]=[CH:33][C:3]=1[CH2:4][O:5][C:6]1[C:11]([CH3:12])=[CH:10][CH:9]=[CH:8][C:7]=1[C:13]1[N:18]=[C:17]([N:19]2[C:23]([C:24]([F:27])([F:26])[F:25])=[C:22]([C:28]([O:30]CC)=[O:29])[CH:21]=[N:20]2)[CH:16]=[CH:15][CH:14]=1.[OH-:38].[Li+].Cl.[O:41]1CCOCC1>>[C:23]([OH:41])([C:24]([F:27])([F:26])[F:25])=[O:38].[CH3:1][C:2]1[CH:36]=[C:35]([CH3:37])[CH:34]=[CH:33][C:3]=1[CH2:4][O:5][C:6]1[C:11]([CH3:12])=[CH:10][CH:9]=[CH:8][C:7]=1[C:13]1[N:18]=[C:17]([N:19]2[C:23]([C:24]([F:25])([F:26])[F:27])=[C:22]([C:28]([OH:30])=[O:29])[CH:21]=[N:20]2)[CH:16]=[CH:15][CH:14]=1 |f:1.2|. Procedure: To a solution of the title compound from Example 15 Step C (12.0 mg, 0.023 mmol) in 1,4-dioxane (1.5 mL) was added lithium hydroxide (0.5 mL, 2.0 M in water, 1.00 mmol), and the resulting mixture was stirred at 50° C. After 30 min, the reaction mixture was rendered acidic by addition of aqueous hydrochloric acid, then was diluted with 1,4-dioxane and passed through a 0.45 micron syringe filter. Purification by reverse phase HPLC (40 to 100% acetonitrile in water, each with 0.1% v/v TFA) provided... Starting materials: CO, Cl, COC(=O)C(CCC(F)(F)C(F)(F)F)S(=O)(=O)CCC(F)(F)F, [K+], [OH-], O. The product is O=C(O)C(CCC(F)(F)C(F)(F)F)S(=O)(=O)CCC(F)(F)F. RXN SMILES: [CH3:24][OH:25].[ClH:28].[F:1][C:2]([CH2:3][CH2:4][CH:5]([C:6](=[O:7])[O:8][CH3:9])[S:10](=[O:11])(=[O:12])[CH2:13][CH2:14][C:15]([F:16])([F:17])[F:18])([C:19]([F:20])([F:21])[F:22])[F:23].[K+:27].[OH-:26].[OH2:29]>>[F:1][C:2]([CH2:3][CH2:4][CH:5]([C:6](=[O:7])[OH:8])[S:10](=[O:11])(=[O:12])[CH2:13][CH2:14][C:15]([F:16])([F:17])[F:18])([C:19]([F:20])([F:21])[F:22])[F:23].